From a dataset of the Open Reaction Database (ORD), a public repository of structured organic reaction records. describe an organic reaction: reactants, conditions, products, and yield Starting materials: [OH-].[Li+] (lithium hydroxide), FC(C1=NC(=NC=C1)N1CCC(CC1)CNC(=O)C1=CC=C(C(=O)OC)C=C1)(F)F (Methyl 4-{[({1-[4-(trifluoromethyl)pyrimidin-2-yl]piperidin-4-yl}methyl)amino]carbonyl}benzoate), O (water), CO (methanol). The solvent is O1CCCC1 (tetrahydrofuran). Conditions: temperature 50 celsius, time 1.25 hour. Yields the product FC(C1=NC(=NC=C1)N1CCC(CC1)CNC(=O)C1=CC=C(C(=O)O)C=C1)(F)F (4-{[({1-[4-(Trifluoromethyl)pyrimidin-2-yl]piperidin-4-yl}methyl)amino]carbonyl}benzoic acid). Isolated yield 81.0%. RXN SMILES: [F:1][C:2]([F:30])([F:29])[C:3]1[CH:8]=[CH:7][N:6]=[C:5]([N:9]2[CH2:14][CH2:13][CH:12]([CH2:15][NH:16][C:17]([C:19]3[CH:28]=[CH:27][C:22]([C:23]([O:25]C)=[O:24])=[CH:21][CH:20]=3)=[O:18])[CH2:11][CH2:10]2)[N:4]=1.CO.O.[OH-].[Li+]>O1CCCC1>[F:29][C:2]([F:1])([F:30])[C:3]1[CH:8]=[CH:7][N:6]=[C:5]([N:9]2[CH2:10][CH2:11][CH:12]([CH2:15][NH:16][C:17]([C:19]3[CH:28]=[CH:27][C:22]([C:23]([OH:25])=[O:24])=[CH:21][CH:20]=3)=[O:18])[CH2:13][CH2:14]2)[N:4]=1 |f:3.4|. Procedure details: Methyl 4-{[({1-[4-(trifluoromethyl)pyrimidin-2-yl]piperidin-4-yl}methyl)amino]carbonyl}benzoate was dissolved in 24 ml of tetrahydrofuran, 23 ml of methanol, and 23 ml of water. To this solution was added lithium hydroxide (817 mg) and the mixture was stirred at 50° C. for 1.25 h. The solvents were removed in vacuo and the residue was taken up in 1 N HCl (70 ml) and 70 ml of ethyl acetate. The mixture was sonicated until the solid residue mostly dissolved in the ethyl acetate. The two phases wer... Reactants: ClC=1N=C(C=2N=CN([C@H]3[C@H](O)[C@H](O)[C@@H](CO)O3)C2N1)N[C@@H](CSC=1SC2=C(N1)C=CC=C2)C (2-chloro-N-[(R)-1-(2-benzothiazolyl)thio-2-propyl]adenosine), C[O-].[Na+] (sodium methoxide), NC1=NC(=C2N=CN(C2=N1)[C@H]1[C@H](OC(C)=O)[C@H](OC(C)=O)[C@H](O1)COC(C)=O)Cl (2-amino-9-(2,3,5-tri-O-acetyl-β-D-ribofuranosyl)-6-chloro-9H-purine), C(C)(=O)O[C@H]1[C@@H](O[C@@H]([C@H]1OC(C)=O)COC(C)=O)N1C=NC=2C(N[C@@H](CSC=3SC4=C(N3)C=CC=C4)C)=NC(=NC12)N (2',3',5'-tri-O-acetyl-2-amino-N-[(R)-1-(2-benzothiazolyl)thio-2-propyl]adenosine). Run in CO (methanol). Product: NC=1N=C(C=2N=CN([C@H]3[C@H](O)[C@H](O)[C@@H](CO)O3)C2N1)N[C@@H](CSC=1SC2=C(N1)C=CC=C2)C (2-amino-N-[(R)-1-(2-benzothiazolyl)thio2-propyl]adenosine). Isolated yield 19.0%. Reaction SMILES: ClC1N=C(N[C@H](C)CSC2SC3C=CC=CC=3N=2)C2N=CN(C=2N=1)[C@@H]1O[C@H](CO)[C@@H](O)[C@H]1O.NC1N=C2C(N=CN2[C@@H]2O[C@H](COC(=O)C)[C@@H](OC(=O)C)[C@H]2OC(=O)C)=C(Cl)N=1.C([O:66][C@@H:67]1[C@H:71]([O:72]C(=O)C)[C@@H:70]([CH2:76][O:77]C(=O)C)[O:69][C@H:68]1[N:81]1[C:103]2[N:102]=[C:101]([NH2:104])[N:100]=[C:85]([NH:86][C@H:87]([CH3:99])[CH2:88][S:89][C:90]3[S:91][C:92]4[CH:98]=[CH:97][CH:96]=[CH:95][C:93]=4[N:94]=3)[C:84]=2[N:83]=[CH:82]1)(=O)C.C[O-].[Na+]>CO>[NH2:104][C:101]1[N:100]=[C:85]([NH:86][C@H:87]([CH3:99])[CH2:88][S:89][C:90]2[S:91][C:92]3[CH:98]=[CH:97][CH:96]=[CH:95][C:93]=3[N:94]=2)[C:84]2[N:83]=[CH:82][N:81]([C:103]=2[N:102]=1)[C@@H:68]1[O:69][C@H:70]([CH2:76][OH:77])[C@@H:71]([OH:72])[C@H:67]1[OH:66] |f:3.4|. Procedure: The title compound was prepared according to general method A as described above in Example 1 by reacting 2-[(R)-2-amino-1-propylthio]benzothiazole hydrochloride (prepared as described in Example 5) (7.13 g, 24 mmol) with 2-amino-9-(2,3,5-tri-O-acetyl-β-D-ribofuranosyl)-6-chloro-9H-purine (Nucleic Acid Chemistry, Townsend L. B. and Tipson, R. S., eds., John Wiley and Sons Inc., 1986, 3, 144) (8.56 g, 20 mmol) followed by deacylation of a portion of the purified 2',3',5'-tri-O-acetyl-2-amino-N-[(... RXN SMILES: C([O:3][C:4]([C:6]1[C:7]([C:11]2[CH:16]=[CH:15][C:14]([O:17][CH2:18][C:19]3[CH:24]=[CH:23][C:22]([F:25])=[CH:21][CH:20]=3)=[CH:13][CH:12]=2)=[N:8][O:9][CH:10]=1)=[O:5])C.[OH-].[Na+].Cl>C(O)C>[F:25][C:22]1[CH:21]=[CH:20][C:19]([CH2:18][O:17][C:14]2[CH:13]=[CH:12][C:11]([C:7]3[C:6]([C:4]([OH:5])=[O:3])=[CH:10][O:9][N:8]=3)=[CH:16][CH:15]=2)=[CH:24][CH:23]=1 |f:1.2|. Procedure: A solution of 3-[4-(4-fluoro-benzyloxy)-phenyl]-isoxazole-4-carboxylic acid ethyl ester (19.6 g, 57.5 mmol) in ethanol (65 mL) at 60° C. was treated with 2N aqueous NaOH (65 mL). After stirring for 14 h, the resulting yellow suspension was poured onto 500 mL of ice water and the mixture was adjusted to pH 2 with 4N HCl. The white suspension was removed by filtration and washed with water. The wet filter cake was dissolved in ethyl acetate and dried over Na2SO4. Filtration followed by removal of ... Isolated yield 91.0%. The solvent is C(C)O (ethanol). Product: FC1=CC=C(COC2=CC=C(C=C2)C2=NOC=C2C(=O)O)C=C1 (3-[4-(4-fluoro-benzyloxy)-phenyl]-isoxazole-4-carboxylic acid). The reactants are C(C)OC(=O)C=1C(=NOC1)C1=CC=C(C=C1)OCC1=CC=C(C=C1)F (3-[4-(4-fluoro-benzyloxy)-phenyl]-isoxazole-4-carboxylic acid ethyl ester), [OH-].[Na+] (NaOH), Cl (HCl), ice water. Run at time 14 hour. Starting materials: OC(CC(=O)OCC)CC(\C=C\C=1N(C(C2=CC=CC=C2C1C1=CC=CC=C1)=O)C)O (ethyl (E)-3,5-dihydroxy-7-(2-methyl-1-oxo-4-phenyl-1,2-dihydroisoquinolin-3-yl)-hept-6-enoate), [OH-].[Na+] (sodium hydroxide). Run in CO (methanol), O (water). Run at time 1 hour. The product is OC(CC(=O)O)CC(\C=C\C=1N(C(C2=CC=CC=C2C1C1=CC=CC=C1)=O)C)O ((E)-3,5-dihydroxy-7-(2-methyl-1-oxo-4-phenyl-1,2-dihydroisoquinolin-3-yl)hept-6-enoic acid). Yield: 30.6%. RXN SMILES: [OH:1][CH:2]([CH2:9][CH:10]([OH:31])/[CH:11]=[CH:12]/[C:13]1[N:14]([CH3:30])[C:15](=[O:29])[C:16]2[C:21]([C:22]=1[C:23]1[CH:28]=[CH:27][CH:26]=[CH:25][CH:24]=1)=[CH:20][CH:19]=[CH:18][CH:17]=2)[CH2:3][C:4]([O:6]CC)=[O:5].[OH-].[Na+]>CO.O>[OH:1][CH:2]([CH2:9][CH:10]([OH:31])/[CH:11]=[CH:12]/[C:13]1[N:14]([CH3:30])[C:15](=[O:29])[C:16]2[C:21]([C:22]=1[C:23]1[CH:28]=[CH:27][CH:26]=[CH:25][CH:24]=1)=[CH:20][CH:19]=[CH:18][CH:17]=2)[CH2:3][C:4]([OH:6])=[O:5] |f:1.2|. Reported procedure: A solution of ethyl (E)-3,5-dihydroxy-7-(2-methyl-1-oxo-4-phenyl-1,2-dihydroisoquinolin-3-yl)-hept-6-enoate (0.35 g; prepared as described in Example 1) in methanol (15 ml) was cooled to 10° C. and treated with a solution of sodium hydroxide (0.17 g) in water (10 ml) dropwise during 10 minutes. The reaction mixture was warmed to room temperature, stirred for one hour and evaporated to dryness, and the residual solid, which was crude sodium (E)-3,5-dihydroxy-7-(2-methyl-1-oxo-4-phenyl-1,2-dihydro... Reactants: CCc1ccc(F)c(OC)c1, CC#N, O=C1CCC(=O)N1Br. Product: CCc1cc(OC)c(F)cc1Br. Reaction SMILES: [CH2:1]([CH3:2])[c:3]1[cH:4][c:5]([O:10][CH3:11])[c:6]([F:9])[cH:7][cH:8]1.[CH3:20][C:21]#[N:22].[O:12]=[C:13]1[N:14]([Br:19])[C:15](=[O:16])[CH2:17][CH2:18]1>>[CH2:1]([CH3:2])[c:3]1[cH:4][c:5]([O:10][CH3:11])[c:6]([F:9])[cH:7][c:8]1[Br:19]. The reactants are ClC1(CN2CCC1CC2)C2=NC=CN=C2SCCCC (3-chloro-3-(3-butylthiopyrazinyl)-1-azabicyclo[2.2.2]octane). The reagents and catalysts are [Pd] (Pd on carbon). Solvent: C(C)O (ethanol). Reaction conditions: time 1 hour. Product: Cl.C(CCC)SC=1C(=NC=CN1)C1CN2CCC1CC2 (3-(3-Butylthiopyrazinyl)-1-azabicyclo[2.2.2]octane hydrochloride). Isolated yield 43.8%. RXN SMILES: [Cl:1][C:2]1([C:10]2[C:15]([S:16][CH2:17][CH2:18][CH2:19][CH3:20])=[N:14][CH:13]=[CH:12][N:11]=2)[CH:7]2[CH2:8][CH2:9][N:4]([CH2:5][CH2:6]2)[CH2:3]1>C(O)C.[Pd]>[ClH:1].[CH2:17]([S:16][C:15]1[C:10]([CH:2]2[CH:7]3[CH2:8][CH2:9][N:4]([CH2:5][CH2:6]3)[CH2:3]2)=[N:11][CH:12]=[CH:13][N:14]=1)[CH2:18][CH2:19][CH3:20] |f:3.4|. Reported procedure: A 1 g sample of 60% NaH dispersion in oil was triturated twice with hexane then suspended in 300 ml of THF. The mixture was treated with 5 ml of butanethiol and after 30 min the mixture was heated to reflux for 45 min. After cooling to ambient temperature, 1.5 g of (7), (0.0063 mol) was added and the reaction was heated to reflux for 1 h. The mixture was diluted with 100 ml of butanethiol and the reaction was heated to reflux overnight. The solvent was removed by distillation, the residue suspen... The reactants are FC1(C(C(C2=CC=CC=C12)=O)(C)C)F (3,3-difluoro-2,2-dimethyl-indan-1-one), [BH4-].[Na+] (NaBH4). Run in C(C)O (ethanol). Yields the product FC1(C(C(C2=CC=CC=C12)O)(C)C)F (3,3-difluoro-2,2-dimethyl-indan-1-ol). Reaction SMILES: [F:1][C:2]1([F:14])[C:10]2[C:5](=[CH:6][CH:7]=[CH:8][CH:9]=2)[C:4](=[O:11])[C:3]1([CH3:13])[CH3:12].[BH4-].[Na+]>C(O)C>[F:1][C:2]1([F:14])[C:10]2[C:5](=[CH:6][CH:7]=[CH:8][CH:9]=2)[CH:4]([OH:11])[C:3]1([CH3:12])[CH3:13] |f:1.2|. Procedure: To a solution of 3,3-difluoro-2,2-dimethyl-indan-1-one (520 mg, 2.65 mmol) in ethanol (15 mL) is added NaBH4 (100 mg, 2.65 mmol). After 15 minutes the reaction is quenched with saturated aqueous NH4Cl and concentrated to near dryness. The resulting residue is diluted with ethyl acetate and washed with brine, dried with Na2SO4, filtered, and concentrated. The resulting residue is purified by silica gel flash chromatography (ethyl acetate-heptane, 0:1 to 1:6) to provide 3,3-difluoro-2,2-dimethyl-i... Starting materials: [Cl-].[Na+] (sodium chloride), C([O-])([O-])=O.[Cs+].[Cs+] (caesium carbonate), IC1CCCC1 (iodocyclopentane), IC1CCCC1 (Iodocyclopentane), ClC1=C(C=C(C=C1)[C@]1(O)[C@H](O)[C@@H](O)[C@H](O)[C@H](O1)CO)CC1=CC=C(C=C1)O (1-chloro-4-(β-D-glucopyranos-1-yl)-2-(4-hydroxybenzyl)-benzene), C([O-])([O-])=O.[Cs+].[Cs+] (caesium carbonate). Solvent: CN(C=O)C (dimethylformamide). The product is ClC1=C(C=C(C=C1)[C@]1(O)[C@H](O)[C@@H](O)[C@H](O)[C@H](O1)CO)CC1=CC=C(C=C1)OC1CCCC1 (1-Chloro-2-(4-cyclopentyloxybenzyl)-4-(β-D-glucopyranos-1-yl)-benzene). As a reaction SMILES: I[CH:2]1[CH2:6][CH2:5][CH2:4][CH2:3]1.[Cl:7][C:8]1[CH:13]=[CH:12][C:11]([C@:14]2([O:23][C@H:22]([CH2:24][OH:25])[C@@H:20]([OH:21])[C@H:18]([OH:19])[C@H:16]2[OH:17])[OH:15])=[CH:10][C:9]=1[CH2:26][C:27]1[CH:32]=[CH:31][C:30]([OH:33])=[CH:29][CH:28]=1.C(=O)([O-])[O-].[Cs+].[Cs+].[Cl-].[Na+]>CN(C)C=O>[Cl:7][C:8]1[CH:13]=[CH:12][C:11]([C@:14]2([O:23][C@H:22]([CH2:24][OH:25])[C@@H:20]([OH:21])[C@H:18]([OH:19])[C@H:16]2[OH:17])[OH:15])=[CH:10][C:9]=1[CH2:26][C:27]1[CH:28]=[CH:29][C:30]([O:33][CH:2]2[CH2:6][CH2:5][CH2:4][CH2:3]2)=[CH:31][CH:32]=1 |f:2.3.4,5.6|. Reported procedure: 0.16 mL Iodocyclopentane are added to a mixture of 0.25 g 1-chloro-4-(β-D-glucopyranos-1-yl)-2-(4-hydroxybenzyl)-benzene and 0.4 g caesium carbonate in 2.5 mL of dimethylformamide. The mixture is stirred for 4 h at 45° C., before another 0.1 g caesium carbonate and 0.05 ml iodocyclopentane are added. After another 14 h stirring at 45° C. aqueous sodium chloride solution is added and the resulting mixture is extracted with ethyl acetate. The organic phase is dried over sodium sulfate, the solvent... Reactants: ice water, C([O-])([O-])=O.[K+].[K+] (Potassium carbonate), ClC=1C=C(C(C=O)=C(C1)Cl)O (4,6-dichlorosalicylaldehyde), C(C1=CC=CC=C1)Br (benzyl bromide). Product: ClC1=C(C(=CC(=C1)Cl)OCC1=CC=CC=C1)/C=C/C1CC(CC(O1)=O)O ((E)-6-[2-(2,4-Dichloro-6-(phenylmethoxy)phenyl)ethenyl]-3,4,5,6-tetrahydro-4-hydroxy-2H-pyran-2-one). The solvent is CN(C=O)C (dimethylformamide). Reported procedure: Potassium carbonate (9.4 g, 67.8 mmole) was added to a stirred solution of 4,6-dichlorosalicylaldehyde (10.8 g, 56.5 mmole) in dimethylformamide (80 ml). The resulting mixture was stirred at 60° for 30 minutes and treated with benzyl bromide (10.6 g, 62.1 mmole). This mixture was stirred one hour at 60° C. and then poured into ice water (1000 ml) to give the title compound (15.9 g, 100%) which melted at 98°-100° C. after recrystallization from hexane. pmr (CDCl3) δ5.10 (2H, s), 7.33 (5H, s), 10.... Conditions: time 30 minute. Yield: 143.1%. Reaction SMILES: [C:1](=[O:4])([O-])[O-:2].[K+].[K+].[Cl:7][C:8]1[CH:9]=[C:10]([OH:17])[C:11](=[C:14]([Cl:16])[CH:15]=1)[CH:12]=O.[CH2:18](Br)[C:19]1[CH:24]=[CH:23][CH:22]=[CH:21][CH:20]=1>CN(C)C=O>[Cl:16][C:14]1[CH:15]=[C:8]([Cl:7])[CH:9]=[C:10]([O:17][CH2:18][C:19]2[CH:24]=[CH:23][CH:22]=[CH:21][CH:20]=2)[C:11]=1/[CH:12]=[CH:15]/[CH:8]1[O:2][C:1](=[O:4])[CH2:11][CH:10]([OH:17])[CH2:9]1 |f:0.1.2|. The reactants are COC(C1=C(C=C(C=C1)OCCO)C)=O (methyl 4-(2-hydroxyethoxy)benzoic acid methyl ester), [H-].[Na+] (NaH), [N+](=O)([O-])C1=C(C=CC(=C1)S(=O)(=O)C(F)(F)F)Cl (2-nitro-4-(trifluoromethylsulfonyl)chlorobenzene). The product is COC(C1=CC=C(C=C1)OCCOC1=C(C=C(C=C1)S(=O)(=O)C(F)(F)F)[N+](=O)[O-])=O (4-[2-(2-nitro-4-trifluoromethanesulfonyl-phenoxy)-ethoxy]-benzoic acid methyl ester). As a reaction SMILES: [CH3:1][O:2][C:3](=[O:15])[C:4]1[CH:9]=[CH:8][C:7]([O:10][CH2:11][CH2:12][OH:13])=[CH:6][C:5]=1C.[H-].[Na+].[N+:18]([C:21]1[CH:26]=[C:25]([S:27]([C:30]([F:33])([F:32])[F:31])(=[O:29])=[O:28])[CH:24]=[CH:23][C:22]=1Cl)([O-:20])=[O:19]>>[CH3:1][O:2][C:3](=[O:15])[C:4]1[CH:5]=[CH:6][C:7]([O:10][CH2:11][CH2:12][O:13][C:22]2[CH:23]=[CH:24][C:25]([S:27]([C:30]([F:32])([F:33])[F:31])(=[O:29])=[O:28])=[CH:26][C:21]=2[N+:18]([O-:20])=[O:19])=[CH:8][CH:9]=1 |f:1.2|. Reported procedure: Using procedure as in Example 10, a reaction of methyl 4-(2-hydroxyethoxy)benzoic acid methyl ester (100 mg, 0.51 mmol), NaH (22 mg, 1.1 equiv.) and 2-nitro-4-(trifluoromethylsulfonyl)chlorobenzene (148 mg, 1 equiv.) afforded 4-[2-(2-nitro-4-trifluoromethanesulfonyl-phenoxy)-ethoxy]-benzoic acid methyl ester. 1HNMR (300 MHz, DMSO-d6) δ 8.64 (d, J=2.5 Hz, 1H), 8.39 (dd, J=2.5 & 8.9 Hz, 1H), 7.89 (d, J=8.8 Hz, 2H), 7.83 (d, J=8.9 Hz, 1H), 7.06 (d, J=8.8 Hz, 2H), 4.76 (m, 2H), 4.46 (m, 2H), 3.80 (s...